describe an organic reaction: reactants, conditions, products, and yield From a dataset of the Open Reaction Database (ORD), a public repository of structured organic reaction records. Starting materials: NC1=NC2=C(C(=NC1)C1=C(C=CC=C1)Cl)C=C(C=C2)[N+](=O)[O-] (2-amino-7-nitro-5-(o-chlorophenyl)-3H-1,4-benzodiazepine), C(C#C)(=O)OC (methyl propiolate). Solvent: CO (methanol). Product: [N+](=O)([O-])C=1C=CC2=C(C(=NCC=3N2C=CC(N3)=O)C3=C(C=CC=C3)Cl)C1 (9-nitro-7-(o-chlorophenyl)pyrimido[1,2-a][1,4]benzodiazepin-3(5H)-one). Reaction SMILES: [NH2:1][C:2]1[CH2:8][N:7]=[C:6]([C:9]2[CH:14]=[CH:13][CH:12]=[CH:11][C:10]=2[Cl:15])[C:5]2[CH:16]=[C:17]([N+:20]([O-:22])=[O:21])[CH:18]=[CH:19][C:4]=2[N:3]=1.[C:23](OC)(=[O:26])[C:24]#[CH:25]>CO>[N+:20]([C:17]1[CH:18]=[CH:19][C:4]2[N:3]3[CH:25]=[CH:24][C:23](=[O:26])[N:1]=[C:2]3[CH2:8][N:7]=[C:6]([C:9]3[CH:14]=[CH:13][CH:12]=[CH:11][C:10]=3[Cl:15])[C:5]=2[CH:16]=1)([O-:22])=[O:21]. Reported procedure: In the manner given in Example 1, 2-amino-7-nitro-5-(o-chlorophenyl)-3H-1,4-benzodiazepine, methyl propiolate and methanol were refluxed. The mixture was chromatographed to give 9-nitro-7-(o-chlorophenyl)pyrimido[1,2-a][1,4]benzodiazepin-3(5H)-one. The reactants are CS(=O)(=O)C=1C=C(C=C(C1OCCC)OCC1=CC=CC=C1)C(CCC(=O)C1=CC(=C(C(=C1)OC)OC)OC)=O (1-(3-methylsulfonyl-4-n-propoxy-5-benzyloxyphenyl)-4-(3,4,5-trimethoxy- phenyl)butan-1,4-dione), CS(=O)(=O)C=1C=C(C=C(C1OCCC)OCC1=CC=CC=C1)[C@H](CCC(=O)C1=CC(=C(C(=C1)OC)OC)OC)O ((-)-(1S)-1-(3-methylsulfonyl-4-n-propoxy-5-benzyloxy phenyl)-4-(3,4,5-trimethoxyphenyl) butan-1-ol-4-one). The product is CS(=O)(=O)C=1C=C(C=C(C1OCCC)OCC1=CC=CC=C1)C(CCC(O)C1=CC(=C(C(=C1)OC)OC)OC)O (1-(3-Methylsulfonyl-4-n-propoxy-5-benzyloxyphenyl)-4-(3,4,5-trimethoxyphenyl)butan-1,4-diol). As a reaction SMILES: [CH3:1][S:2]([C:5]1[CH:6]=[C:7]([C:23](=[O:40])[CH2:24][CH2:25][C:26]([C:28]2[CH:33]=[C:32]([O:34][CH3:35])[C:31]([O:36][CH3:37])=[C:30]([O:38][CH3:39])[CH:29]=2)=[O:27])[CH:8]=[C:9]([O:15][CH2:16][C:17]2[CH:22]=[CH:21][CH:20]=[CH:19][CH:18]=2)[C:10]=1[O:11][CH2:12][CH2:13][CH3:14])(=[O:4])=[O:3].CS(C1C=C([C@@H](O)CCC(C2C=C(OC)C(OC)=C(OC)C=2)=O)C=C(OCC2C=CC=CC=2)C=1OCCC)(=O)=O>>[CH3:1][S:2]([C:5]1[CH:6]=[C:7]([CH:23]([OH:40])[CH2:24][CH2:25][CH:26]([C:28]2[CH:33]=[C:32]([O:34][CH3:35])[C:31]([O:36][CH3:37])=[C:30]([O:38][CH3:39])[CH:29]=2)[OH:27])[CH:8]=[C:9]([O:15][CH2:16][C:17]2[CH:22]=[CH:21][CH:20]=[CH:19][CH:18]=2)[C:10]=1[O:11][CH2:12][CH2:13][CH3:14])(=[O:3])=[O:4]. Procedure: This compound was prepared from 1-(3-methylsulfonyl-4-n-propoxy-5-benzyloxyphenyl)-4-(3,4,5-trimethoxy- phenyl)butan-1,4-dione as shown for (-)-(1S)-1-(3-methylsulfonyl-4-n-propoxy-5-benzyloxy phenyl)-4-(3,4,5-trimethoxyphenyl) butan-1-ol-4-one and used without further purification. Reactants: CN(C([C@H]1N(CC[C@@H]1CC)C([C@H]1NCCC1)C(=O)OC(C)(C)C)=O)CC1=CC(=CC=C1)Cl (N-[(t-Butyloxycarbonyl)-pyrrolidin-2(S)-ylmethyl]-3(S)-ethyl-proline-N-methyl-N-(3-chlorophenylmethyl) amide), Cl (HCl). The solvent is CCOC(=O)C (EtOAc). Conditions: temperature 0 celsius, time 1 hour. Yields the product CN(C([C@H]1NCC[C@@H]1CC)=O)CC1=CC(=CC=C1)Cl (3(S)-ethyl-proline-N-methyl-N-(3-chlorophenylmethyl) amide). RXN SMILES: [CH3:1][N:2]([CH2:25][C:26]1[CH:31]=[CH:30][CH:29]=[C:28]([Cl:32])[CH:27]=1)[C:3](=[O:24])[C@@H:4]1[C@@H:8]([CH2:9][CH3:10])[CH2:7][CH2:6][N:5]1C(C(OC(C)(C)C)=O)[C@@H]1CCCN1.Cl>CCOC(C)=O>[CH3:1][N:2]([CH2:25][C:26]1[CH:31]=[CH:30][CH:29]=[C:28]([Cl:32])[CH:27]=1)[C:3](=[O:24])[C@@H:4]1[C@@H:8]([CH2:9][CH3:10])[CH2:7][CH2:6][NH:5]1. Procedure details: N-[(t-Butyloxycarbonyl)-pyrrolidin-2(S)-ylmethyl]-3(S)-ethyl-proline-N-methyl-N-(3-chlorophenylmethyl) amide (0.150 g, 0.32 mmol) was dissolved in EtOAc (15 mL), cooled to -20° C. and saturated with HCl gas. The solution was stirred at 0° C. for 1 h, then at 25° C. for 1 hour, then concentrated to dryness to give pyrrolidin-2(S)-ylmethyl]-3(S)-ethyl-proline-N-methyl-N-(3-chlorophenylmethyl) amide which was used without further purification. The reactants are CO (methanol), C[Si](CCOCN1C=CC=2C1=NC=CC2C2=NOC(=N2)C=2C=C(C#N)C=CC2)(C)C (3-[3-(1-[2-(trimethylsilyl)ethoxy]methyl-1H-pyrrolo[2,3-b]pyridin-4-yl)-1,2,4-oxadiazol-5-yl]benzonitrile), C(=O)(C(F)(F)F)O (TFA). Solvent: [OH-].[NH4+] (ammonium hydroxide). Run at temperature 60 celsius, time 2 hour. Yields the product C(=O)(C(F)(F)F)O (TFA), N1C=CC=2C1=NC=CC2C2=NOC(=N2)C=2C=C(C#N)C=CC2 (3-[3-(1H-Pyrrolo[2,3-b]pyridin-4-yl)-1,2,4-oxadiazol-5-yl]benzonitrile). Isolated yield 43.5%. Reaction SMILES: C[Si](C)(C)CCOC[N:7]1[C:11]2=[N:12][CH:13]=[CH:14][C:15]([C:16]3[N:20]=[C:19]([C:21]4[CH:22]=[C:23]([CH:26]=[CH:27][CH:28]=4)[C:24]#[N:25])[O:18][N:17]=3)=[C:10]2[CH:9]=[CH:8]1.[C:31]([OH:37])([C:33]([F:36])([F:35])[F:34])=[O:32].CO>[OH-].[NH4+]>[C:31]([OH:37])([C:33]([F:36])([F:35])[F:34])=[O:32].[NH:7]1[C:11]2=[N:12][CH:13]=[CH:14][C:15]([C:16]3[N:20]=[C:19]([C:21]4[CH:22]=[C:23]([CH:26]=[CH:27][CH:28]=4)[C:24]#[N:25])[O:18][N:17]=3)=[C:10]2[CH:9]=[CH:8]1 |f:3.4|. Procedure: The crude 3-[3-(1-[2-(trimethylsilyl)ethoxy]methyl-1H-pyrrolo[2,3-b]pyridin-4-yl)-1,2,4-oxadiazol-5-yl]benzonitrile (0.08 g, 0.0002 mol) was dissolved in TFA (3.0 mL, 0.039 mol) under nitrogen and then heated to 60° C. After heating for 2 h the reaction was allowed to cool to rt and concentrated in vacuo. The resulting residue was taken up in methanol and concentrated to remove as much of the TFA as possible. The residue was taken up in methanol (2.0 mL, 0.049 mol) and ammonium hydroxide (1 mL).... Reaction SMILES: Cl.CO.[OH:4][C:5]1[CH:15]=[CH:14][C:8]2[C:9](=[O:13])[CH:10]=[CH:11][O:12][C:7]=2[CH:6]=1.[CH2:16]([O:18][C:19]1[CH:20]=[C:21]([CH:24]=[CH:25][C:26]=1[O:27][CH3:28])[CH:22]=O)[CH3:17]>O>[CH2:16]([O:18][C:19]1[CH:20]=[C:21]([CH:22]=[C:10]2[C:9](=[O:13])[C:8]3[CH:14]=[CH:15][C:5]([OH:4])=[CH:6][C:7]=3[O:12][CH2:11]2)[CH:24]=[CH:25][C:26]=1[O:27][CH3:28])[CH3:17] |f:0.1|. The reactants are Cl.CO (hydrogen chloride methanol), OC1=CC2=C(C(C=CO2)=O)C=C1 (7-hydroxy-4(4H)-benzopyranone), C(C)OC=1C=C(C=O)C=CC1OC (3-ethoxy-4-methoxybenzaldehyde). Run in O (water). Reported procedure: After a saturated hydrogen chloride-methanol solution 15 ml was added to 7-hydroxy-4(4H)-benzopyranone 1.0 g and 3-ethoxy-4-methoxybenzaldehyde 1.30 g, the mixture was srtirred for 22.5 hours, water 100 ml was added, and the precipitated crystals were filtered. The crystals were added to methanol 30 ml of 55° C., and the mixture was filtered. The resulting crystals were dried over phosphorous pentoxide for four hours under reduced pressure to obtain the desired compound 0.415 g. Run at time 22.5 hour. Product: C(C)OC=1C=C(C=CC1OC)C=C1COC2=C(C1=O)C=CC(=C2)O (3-[(3-ethoxy-4-methoxyphenyl)methylene]-7-hydroxy-4(4H)-benzopyranone). The yield is 20.6%.